Dataset: the Open Reaction Database (ORD), a public repository of structured organic reaction records. Task: describe an organic reaction: reactants, conditions, products, and yield Reactants: CO (methanol), Cl (HCl), BrC=1C=C(C(=NC1)NC=1SC=C(N1)C1CCN(CC1)C(=O)OC(C)(C)C)OC1=CC=CC=C1 (tert-Butyl 4-(2-(5-bromo-3-phenoxypyridin-2-ylamino)thiazol-4-yl)piperidine-1-carboxylate). The solvent is O1CCOCC1 (dioxane). Run at time 1 hour. The product is Cl.Cl.BrC=1C=C(C(=NC1)NC=1SC=C(N1)C1CCNCC1)OC1=CC=CC=C1 (N-(5-bromo-3-phenoxypyridin-2-yl)-4-(piperidin-4-yl)thiazol-2-amine dihydrochloride). As a reaction SMILES: [Br:1][C:2]1[CH:3]=[C:4]([O:27][C:28]2[CH:33]=[CH:32][CH:31]=[CH:30][CH:29]=2)[C:5]([NH:8][C:9]2[S:10][CH:11]=[C:12]([CH:14]3[CH2:19][CH2:18][N:17](C(OC(C)(C)C)=O)[CH2:16][CH2:15]3)[N:13]=2)=[N:6][CH:7]=1.CO.[ClH:36]>O1CCOCC1>[ClH:36].[ClH:36].[Br:1][C:2]1[CH:3]=[C:4]([O:27][C:28]2[CH:33]=[CH:32][CH:31]=[CH:30][CH:29]=2)[C:5]([NH:8][C:9]2[S:10][CH:11]=[C:12]([CH:14]3[CH2:19][CH2:18][NH:17][CH2:16][CH2:15]3)[N:13]=2)=[N:6][CH:7]=1 |f:4.5.6|. Reported procedure: tert-Butyl 4-(2-(5-bromo-3-phenoxypyridin-2-ylamino)thiazol-4-yl)piperidine-1-carboxylate was dissolved in 1:1CH2Cl2:methanol and 4N HCl in dioxane was added and stirred at room temperature for 1 hour. The solvents were removed to afford the title compound. 1H NMR (d6-DMSO) δ 10.98 (bs, 1H), 8.90 (bs, 1H), 8.70 (bs, 1H), 8.23 (d, 1H), 7.45 (m, 2H), 7.40 (d, 1H), 7.22 (m, 1H), 7.12 (m, 2H), 6.76 (s, 1H), 3.31 (m, 2H), 2.98 (m, 2H), 2.89 (m, 1H), 2.10 (m, 2H), 1.79 (m, 2H). Mass spectrum (apci) m/... Starting materials: [OH-].[Na+] (NaOH), BrC1=CC=2C3=C(C=NC2C=C1)NC(N3C=3C(=NN(C3)C)C)=O (8-bromo-1-(1,3-dimethyl-1H-pyrazol-4-yl)-1,3-dihydro-imidazo[4,5-c]quinolin-2-one), IC (Iodomethane), IC (iodomethane). The reagents and catalysts are [Br-].C(CCC)[N+](CCCC)(CCCC)CCCC (tetrabutylammonium bromide). The solvent is C(Cl)Cl (DCM), O (H2O). Run at time 5 minute. The product is BrC1=CC=2C3=C(C=NC2C=C1)N(C(N3C=3C(=NN(C3)C)C)=O)C (8-Bromo-1-(1,3-dimethyl-1H-pyrazol-4-yl)-3-methyl-1,3-dihydro-imidazo[4,5-c]quinolin-2-one). As a reaction SMILES: [OH-].[Na+].[Br:3][C:4]1[CH:13]=[CH:12][C:11]2[N:10]=[CH:9][C:8]3[NH:14][C:15](=[O:24])[N:16]([C:17]4[C:18]([CH3:23])=[N:19][N:20]([CH3:22])[CH:21]=4)[C:7]=3[C:6]=2[CH:5]=1.I[CH3:26]>[Br-].C([N+](CCCC)(CCCC)CCCC)CCC.C(Cl)Cl.O>[Br:3][C:4]1[CH:13]=[CH:12][C:11]2[N:10]=[CH:9][C:8]3[N:14]([CH3:26])[C:15](=[O:24])[N:16]([C:17]4[C:18]([CH3:23])=[N:19][N:20]([CH3:22])[CH:21]=4)[C:7]=3[C:6]=2[CH:5]=1 |f:0.1,4.5|. Procedure: NaOH (0.568 g, 14.19 mmol) and tetrabutylammonium bromide (0.229 g, 0.710 mmol) were added to a mixture of 8-bromo-1-(1,3-dimethyl-1H-pyrazol-4-yl)-1,3-dihydro-imidazo[4,5-c]quinolin-2-one (Stage A.1, 3.10 g, 7.100 mmol) in DCM (108 ml) and H2O (54 ml) and stirred at rt for 5 min. Then iodomethane (1.52 ml, 24.1 mmol) was added and the mixture was stirred for 14 h at rt. Iodomethane (0.4 ml, 6.35 mmol) was added and the RM was stirred at rt for 23.5 h. Then the RM was extracted with DCM (2×), wa... Starting materials: CCN(C(C)C)C(C)C, COC(=O)c1ccc(C(=O)Cl)cc1, O=C(c1cc(F)cnc1Oc1cc(Cl)ccc1Cl)N1CCNc2ccccc21, CN(C)C=O. Yields the product COC(=O)c1ccc(C(=O)N2CCN(C(=O)c3cc(F)cnc3Oc3cc(Cl)ccc3Cl)c3ccccc32)cc1. As a reaction SMILES: [CH2:29]([N:30]([CH:31]([CH3:32])[CH3:33])[CH:34]([CH3:35])[CH3:36])[CH3:37].[CH3:38][O:39][C:40]([c:41]1[cH:42][cH:43][c:44]([C:47](=[O:48])[Cl:49])[cH:45][cH:46]1)=[O:50].[Cl:1][c:2]1[c:3]([O:4][c:5]2[n:6][cH:7][c:8]([F:23])[cH:9][c:10]2[C:11](=[O:12])[N:13]2[CH2:14][CH2:15][NH:16][c:17]3[cH:18][cH:19][cH:20][cH:21][c:22]32)[cH:24][c:25]([Cl:28])[cH:26][cH:27]1.[O:51]=[CH:52][N:53]([CH3:54])[CH3:55]>>[Cl:1][c:2]1[c:3]([O:4][c:5]2[n:6][cH:7][c:8]([F:23])[cH:9][c:10]2[C:11](=[O:12])[N:13]2[CH2:14][CH2:15][N:16]([C:47]([c:44]3[cH:43][cH:42][c:41]([C:40]([O:39][CH3:38])=[O:50])[cH:46][cH:45]3)=[O:48])[c:17]3[cH:18][cH:19][cH:20][cH:21][c:22]32)[cH:24][c:25]([Cl:28])[cH:26][cH:27]1. The reactants are C1NCC2(C3=CC=CC=C13)OC1=C(C2)C=CC=C1 (spiro[benzofuran-2(3H),4'(2'H)-isoquinoline]), [N+](=O)(O)[O-].CC1(N=NC(=C1)C)C(=N)N (3,5-dimethylpyrazole carboxamidine nitrate). Solvent: C(C)O (ethanol). Yields the product [N+](=O)(O)[O-].C(N)(=N)N1CC2=CC=CC=C2C2(C1)OC1=C(C2)C=CC=C1 (2'-Amidinospiro[benzofuran-2(3H),4'(2'H)-isoquinoline] nitrate). Yield: 42.9%. Reaction SMILES: [CH2:1]1[C:10]2[C:5](=[CH:6][CH:7]=[CH:8][CH:9]=2)[C:4]2([CH2:14][C:13]3[CH:15]=[CH:16][CH:17]=[CH:18][C:12]=3[O:11]2)[CH2:3][NH:2]1.[N+:19]([O-:22])([OH:21])=[O:20].CC1([C:30]([NH2:32])=[NH:31])C=C(C)N=N1>C(O)C>[N+:19]([O-:22])([OH:21])=[O:20].[C:30]([N:2]1[CH2:3][C:4]2([CH2:14][C:13]3[CH:15]=[CH:16][CH:17]=[CH:18][C:12]=3[O:11]2)[C:5]2[C:10](=[CH:9][CH:8]=[CH:7][CH:6]=2)[CH2:1]1)(=[NH:31])[NH2:32] |f:1.2,4.5|. Reported procedure: A solution of spiro[benzofuran-2(3H),4'(2'H)-isoquinoline] (4.2 g), 3,5-dimethylpyrazole carboxamidine nitrate (3.6 g) in 95% ethanol (80 ml) is heated under reflux for 7 hours. The mixture is evaporated to dryness in vacuo and the viscous residue is triturated with ether. After filtration, the precipitate is twice recrystallized from ethyl acetate/methanol to yield product (2.6 g, 42%) as a solid, mp 188°. Starting materials: O (water), BrCCO (2-bromoethanol), C(=O)([O-])[O-].[K+].[K+] (K2CO3), Cl.C(C)(=O)NC=1C=C(C=CC1)C1CCNCC1 (4-(3-acetylaminophenyl)piperidine hydrochloride). Run in CN(C=O)C (N,N-dimethylformamide). Yields the product C(C)(=O)NC=1C=C(C=CC1)C1CCN(CC1)CCO (2-[4-(3-acetylaminophenyl)piperidin-1-yl]ethanol). The yield is 55.7%. As a reaction SMILES: Cl.[C:2]([NH:5][C:6]1[CH:7]=[C:8]([CH:12]2[CH2:17][CH2:16][NH:15][CH2:14][CH2:13]2)[CH:9]=[CH:10][CH:11]=1)(=[O:4])[CH3:3].Br[CH2:19][CH2:20][OH:21].C([O-])([O-])=O.[K+].[K+].O>CN(C)C=O>[C:2]([NH:5][C:6]1[CH:7]=[C:8]([CH:12]2[CH2:13][CH2:14][N:15]([CH2:19][CH2:20][OH:21])[CH2:16][CH2:17]2)[CH:9]=[CH:10][CH:11]=1)(=[O:4])[CH3:3] |f:0.1,3.4.5|. Reported procedure: 2.0 g (7.8 mmol) of 4-(3-acetylaminophenyl)piperidine hydrochloride was dissolved in 20 ml of N,N-dimethylformamide, and then 1.3 g (10.2 mmol) of 2-bromoethanol and 3.2 g (23.4 mmol) of K2CO3 were added to the resulting solution, followed by treating the mixture at 60° C. for 5 hours. The reaction mixture was combined with 100 ml of water and extracted with ethylacetate (70 ml×5), and then the combined organic layer was dried over anhydrous sodium sulfate, and filtered. The solvent was removed ... The reactants are CNC=1SC(=NN1)SCC1=CC=CC=C1 (2-methylamino-5-benzylthio-1,3,4-thiadiazole), CN=C=O (methyl isocyanate). Solvent: C(C)(=O)OCC (ethyl acetate). Conditions: time 2 hour. Yields the product CNC(=O)N(C=1SC(=NN1)SCC1=CC=CC=C1)C (1,3-Dimethyl-3-(5-benzylthio-1,3,4-thiadiazol-2-yl)urea). Reaction SMILES: [CH3:1][NH:2][C:3]1[S:4][C:5]([S:8][CH2:9][C:10]2[CH:15]=[CH:14][CH:13]=[CH:12][CH:11]=2)=[N:6][N:7]=1.[CH3:16][N:17]=[C:18]=[O:19]>C(OCC)(=O)C>[CH3:16][NH:17][C:18]([N:2]([CH3:1])[C:3]1[S:4][C:5]([S:8][CH2:9][C:10]2[CH:11]=[CH:12][CH:13]=[CH:14][CH:15]=2)=[N:6][N:7]=1)=[O:19]. Procedure: To a solution of 2-methylamino-5-benzylthio-1,3,4-thiadiazole (4.0 g) in ethyl acetate (100 ml) was added 1.5 g of methyl isocyanate. The reaction was stirred at room temperature for 2 hrs. then heated at reflux for an additional 2 hrs. The product, 1,3-dimethyl-3-(5-benzylthio-1,3,4-thiadiazol-2-yl)urea, crystallized upon the addition of petroleum ether, was collected, washed with ether and dried to give 4.7 g, MP 139°-142° C.